describe an organic reaction: reactants, conditions, products, and yield From a dataset of the Open Reaction Database (ORD), a public repository of structured organic reaction records. The reactants are CO, Cl, CCCN(CCN(Cc1ccccc1)Cc1ccccc1)C(=O)c1ccc(NS(C)(=O)=O)cc1. Yields the product Cl, CCCN(CCNCc1ccccc1)C(=O)c1ccc(NS(C)(=O)=O)cc1. Reaction SMILES: [CH3:36][OH:37].[ClH:35].[c:1]1([CH2:7][N:8]([CH2:9][CH2:10][N:11]([C:12]([c:13]2[cH:14][cH:15][c:16]([NH:19][S:20](=[O:21])(=[O:22])[CH3:23])[cH:17][cH:18]2)=[O:24])[CH2:25][CH2:26][CH3:27])[CH2:28][c:29]2[cH:30][cH:31][cH:32][cH:33][cH:34]2)[cH:2][cH:3][cH:4][cH:5][cH:6]1>>[ClH:35].[c:1]1([CH2:7][NH:8][CH2:9][CH2:10][N:11]([C:12]([c:13]2[cH:14][cH:15][c:16]([NH:19][S:20](=[O:21])(=[O:22])[CH3:23])[cH:17][cH:18]2)=[O:24])[CH2:25][CH2:26][CH3:27])[cH:2][cH:3][cH:4][cH:5][cH:6]1. Starting materials: BrCC=CC(=O)O[Si](C)(C)C (trimethylsilyl 4-bromo-but-2-enoate), C(C(=O)Cl)(=O)Cl (oxalyl chloride), 5-bromo-but-2-enoyl chloride, C([O-])(O)=O.[Na+] (sodium bicarbonate), NC=1C=C2C(=C(C=NC2=CC1)C#N)NC1=CC(=C(C=C1)F)Br (6-amino-4-[(3-bromo-4-fluorophenyl)amino]-3-quinolinecarbonitrile), C(C)(C)N(C(C)C)CC (N,N-diisopropylethylamine), C(C)NCC (diethylamine). Reagents/catalysts: CN(C)C=O (DMF). The solvent is C(Cl)Cl (methylene chloride), C1CCOC1 (THF), CN(C)C=O (DMF), C1CCOC1 (THF). Conditions: temperature 0 celsius, time 20 minute. Yields the product BrC=1C=C(C=CC1F)NC1=C(C=NC2=CC=C(C=C12)NC(C=CCN(CC)CC)=O)C#N (N-{4-[(3-Bromo-4fluorophenyl)amino]-3-cyano-6-quinolinyl}-4-diethylamino-2-butenamide). The yield is 28.7%. As a reaction SMILES: Br[CH2:2][CH:3]=[CH:4][C:5]([O:7][Si](C)(C)C)=O.C(Cl)(=O)C(Cl)=O.[NH2:18][C:19]1[CH:20]=[C:21]2[C:26](=[CH:27][CH:28]=1)[N:25]=[CH:24][C:23]([C:29]#[N:30])=[C:22]2[NH:31][C:32]1[CH:37]=[CH:36][C:35]([F:38])=[C:34]([Br:39])[CH:33]=1.[CH:40]([N:43](CC)[CH:44](C)[CH3:45])(C)[CH3:41].C(NCC)C.C(=O)(O)[O-].[Na+]>CN(C=O)C.C1COCC1.C(Cl)Cl>[Br:39][C:34]1[CH:33]=[C:32]([NH:31][C:22]2[C:21]3[C:26](=[CH:27][CH:28]=[C:19]([NH:18][C:5](=[O:7])[CH:4]=[CH:3][CH2:2][N:43]([CH2:44][CH3:45])[CH2:40][CH3:41])[CH:20]=3)[N:25]=[CH:24][C:23]=2[C:29]#[N:30])[CH:37]=[CH:36][C:35]=1[F:38] |f:5.6|. Reported procedure: Made 2.25 mmol of 5-bromo-but-2-enoyl chloride by mixing 386 μl (2.25 mmol) trimethylsilyl 4-bromo-but-2-enoate, 10 ml methylene chloride, 294 μl (3.38 mmol) oxalyl chloride, and 2 drops of DMF. After bubbling had subsided, removed solvent and dissolved in 10 ml THF. This solution was added to a mixture of 800 mg (2.25 mmol) 6-amino-4-[(3-bromo-4-fluorophenyl)amino]-3-quinolinecarbonitrile, 50 ml THF, 3 ml DMF (failed to dissolve amine) and 392 μl (2.25 mmol) N,N-diisopropylethylamine chilled to... The reactants are ClC1=NC(=NC=N1)NC=1C=C(C=CC1)CS(=O)(=O)N (3-[(4-Chloro-1,3,5-triazin-2-yl)amino]benzenemethanesulfonamide), Cl.N1=CC=CC=2CNCCC12 (5,6,7,8-tetrahydro-1,6-naphthyridine hydrochloride). Yields the product N1=CC=CC=2CN(CCC12)C1=NC(=NC=N1)NC=1C=C(C=CC1)CS(=O)(=O)N (3-[(4-(7,8-Dihydro-1,6-naphthyridin-6(5H)-yl)-1,3,5-triazin-2-yl)amino]-benzenemethanesulfonamide). RXN SMILES: Cl[C:2]1[N:7]=[CH:6][N:5]=[C:4]([NH:8][C:9]2[CH:10]=[C:11]([CH2:15][S:16]([NH2:19])(=[O:18])=[O:17])[CH:12]=[CH:13][CH:14]=2)[N:3]=1.Cl.[N:21]1[C:30]2[CH2:29][CH2:28][NH:27][CH2:26][C:25]=2[CH:24]=[CH:23][CH:22]=1>>[N:21]1[C:30]2[CH2:29][CH2:28][N:27]([C:2]3[N:7]=[CH:6][N:5]=[C:4]([NH:8][C:9]4[CH:10]=[C:11]([CH2:15][S:16]([NH2:19])(=[O:18])=[O:17])[CH:12]=[CH:13][CH:14]=4)[N:3]=3)[CH2:26][C:25]=2[CH:24]=[CH:23][CH:22]=1 |f:1.2|. Procedure details: B38 was prepared following the general procedure reported for B10 using A1 and 5,6,7,8-tetrahydro-1,6-naphthyridine hydrochloride. The title compound (B38) was purified by reverse phase RP-HPLC (column: C18), using H2O (0.1% TFA) and MeOH (0.1% TFA) as eluents; yield: 67.6 mg (17%), colorless amorphous solid. 1H NMR (400 MHz, d6-DMSO, 300K) δ 2.98 (bs, 2H), 4.12 (t, J=6.0 Hz, 2H), 4.26 (bs, 2H), 4.95 (s, 2H), 6.86 (bs, 2H), 7.02 (d, J=7.9 Hz, 1H), 7.25 (dd, J=7.8 Hz, J=4.7 Hz, 1H), 7.31 (t, J=7.... Starting materials: FC(F)(F)c1nnc2ccc(Cl)nn12, Clc1ccc(CN2CCNCC2)cc1. Yields the product FC(F)(F)c1nnc2ccc(N3CCN(Cc4ccc(Cl)cc4)CC3)nn12. Reaction SMILES: [Cl:15][c:16]1[cH:17][cH:18][c:19]2[n:20]([n:21]1)[c:22]([C:25]([F:26])([F:27])[F:28])[n:23][n:24]2.[Cl:1][c:2]1[cH:3][cH:4][c:5]([CH2:8][N:9]2[CH2:10][CH2:11][NH:12][CH2:13][CH2:14]2)[cH:6][cH:7]1>>[Cl:1][c:2]1[cH:3][cH:4][c:5]([CH2:8][N:9]2[CH2:10][CH2:11][N:12]([c:16]3[cH:17][cH:18][c:19]4[n:20]([n:21]3)[c:22]([C:25]([F:26])([F:27])[F:28])[n:23][n:24]4)[CH2:13][CH2:14]2)[cH:6][cH:7]1. Reactants: COC(C(=CC(N(OC)CC1=CC(=C(C=C1)Cl)Cl)=O)O)=O (3-[(3,4-Dichloro-benzyl)-methoxy-carbamoyl]-2-hydroxy-acrylic acid methyl ester), C=O (paraformaldehyde), NCCCCO (4-amino-butanol), compounds 792-808. Yields the product ClC=1C=C(CN(C(=O)C=2CN(C(C2O)=O)CCCCO)OC)C=CC1Cl (4-Hydroxy-1-(4-hydroxy-butyl)-5-oxo-2,5-dihydro-1H-pyrrole-3-carboxylic acid (3,4-dichloro-benzyl)-methoxy-amide). Isolated yield 36.0%. RXN SMILES: CO[C:3](=[O:21])[C:4]([OH:20])=[CH:5][C:6](=[O:19])[N:7]([CH2:10][C:11]1[CH:16]=[CH:15][C:14]([Cl:17])=[C:13]([Cl:18])[CH:12]=1)[O:8][CH3:9].[CH2:22]=O.[NH2:24][CH2:25][CH2:26][CH2:27][CH2:28][OH:29]>>[Cl:18][C:13]1[CH:12]=[C:11]([CH:16]=[CH:15][C:14]=1[Cl:17])[CH2:10][N:7]([O:8][CH3:9])[C:6]([C:5]1[CH2:22][N:24]([CH2:25][CH2:26][CH2:27][CH2:28][OH:29])[C:3](=[O:21])[C:4]=1[OH:20])=[O:19]. Reported procedure: 3-[(3,4-Dichloro-benzyl)-methoxy-carbamoyl]-2-hydroxy-acrylic acid methyl ester, paraformaldehyde and 4-amino-butanol were reacted according to the method described for compounds 792–808 to give the tile compound as a yellow oil (0.015 g, 36% yield). 1HNMR (300 MHz, CDCl3) δ: 7.43–7.40 (2H, m), 7.18 (1H, dd, J=8.42,1.83 Hz), 4.81 (2H, s), 4.14 (2H, s), 3.74 (3H, s), 3.63 (2H, t, J=6.40 Hz), 3.51 (2H, t, J=4.01 Hz), 1.68–1.53 (4H, M), 1.43–1.33 (2H, m). The reactants are O=Cc1ccc(Br)nc1, CC(C)(C)[O-], CC(C)[P+](c1ccccc1)(c1ccccc1)c1ccccc1, CN(C)C=O, [Cl-], [I-], [K+], [NH4+]. Product: CC(C)=Cc1ccc(Br)nc1. As a reaction SMILES: [Br:30][c:31]1[cH:32][cH:33][c:34]([CH:37]=[O:38])[cH:35][n:36]1.[CH3:24][C:25]([CH3:26])([O-:27])[CH3:28].[CH3:2][CH:3]([CH3:4])[P+:5]([c:6]1[cH:7][cH:8][cH:9][cH:10][cH:11]1)([c:12]1[cH:13][cH:14][cH:15][cH:16][cH:17]1)[c:18]1[cH:19][cH:20][cH:21][cH:22][cH:23]1.[CH3:41][N:42]([CH3:43])[CH:44]=[O:45].[Cl-:39].[I-:1].[K+:29].[NH4+:40]>>[CH3:2][C:3]([CH3:4])=[CH:37][c:34]1[cH:33][cH:32][c:31]([Br:30])[n:36][cH:35]1. Reactants: C[C@]1(C[C@]2(CO2)CCC1)CN1C=NC2=C1C=C(C=C2)C#N (1-{[(3S,5S)-5-methyl-1-oxaspiro[2.5]oct-5-yl]methyl}-1H-benzimidazole-6-carbonitrile), CC(C)(C)C1=CC(=NO1)NC(OC(C)(C)C)=O (1,1-dimethylethyl [5-(1,1-dimethylethyl)-3-isoxazolyl]carbamate), CC(C)([O-])C.[K+] (potassium tert-butoxide). The solvent is CN1CCCC1=O (NMP). Reaction conditions: temperature 125 celsius. Product: CC(C)(C)C1=CC(=NO1)N1C(O[C@]2(C1)C[C@@](CCC2)(C)CN2C=NC1=C2C=C(C=C1)C#N)=O (1-({(5S,7S)-3-[5-(1,1-dimethylethyl)-3-isoxazolyl]-7-methyl-2-oxo-1-oxa-3-azaspiro[4.5]dec-7-yl}methyl)-1H-benzimidazole-6-carbonitrile). Yield: 17.6%. Reaction SMILES: [CH3:1][C@:2]1([CH2:10][N:11]2[C:15]3[CH:16]=[C:17]([C:20]#[N:21])[CH:18]=[CH:19][C:14]=3[N:13]=[CH:12]2)CCC[C@:4]2(OC2)[CH2:3]1.[CH3:22][C:23]([C:26]1[O:30][N:29]=[C:28]([NH:31][C:32](=[O:38])[O:33][C:34]([CH3:37])([CH3:36])[CH3:35])[CH:27]=1)([CH3:25])[CH3:24].CC(C)([O-])C.[K+]>CN1C(=O)CCC1>[CH3:25][C:23]([C:26]1[O:30][N:29]=[C:28]([N:31]2[CH2:35][C@@:34]3([CH2:37][CH2:4][CH2:3][C@@:2]([CH2:10][N:11]4[C:15]5[CH:16]=[C:17]([C:20]#[N:21])[CH:18]=[CH:19][C:14]=5[N:13]=[CH:12]4)([CH3:1])[CH2:36]3)[O:33][C:32]2=[O:38])[CH:27]=1)([CH3:22])[CH3:24] |f:2.3|. Procedure: 1-{[(3S,5S)-5-methyl-1-oxaspiro[2.5]oct-5-yl]methyl}-1H-benzimidazole-6-carbonitrile (150 mg, 0.533 mmol), 1,1-dimethylethyl [5-(1,1-dimethylethyl)-3-isoxazolyl]carbamate (320 mg, 1.333 mmol) and potassium tert-butoxide (78 mg, 0.693 mmol) were added to a 10 mL microwave vial while nitrogen purging. Then, NMP (3 mL) was added and the vial was capped and heated to 125° C. for 16 h. The reaction was filtered and purified to give 42 mg (13.3%) of 1-({(5S,7S)-3-[5-(1,1-dimethylethyl)-3-isoxazolyl]-7...